From a dataset of the Open Reaction Database (ORD), a public repository of structured organic reaction records. describe an organic reaction: reactants, conditions, products, and yield Reaction conditions: temperature 40 celsius, time 12 hour. The reactants are CC1=CNC=2C(=NC=3C=CC=CC3C21)O (1-methyl-3H-pyrrolo[2,3-c]quinolin-4-ol), C(C=C)Br (Allyl bromide), C(=O)([O-])[O-].[Cs+].[Cs+] (Cs2CO3). As a reaction SMILES: [CH3:1][C:2]1[C:14]2[C:13]3[CH:12]=[CH:11][CH:10]=[CH:9][C:8]=3[N:7]=[C:6]([OH:15])[C:5]=2[NH:4][CH:3]=1.C([O-])([O-])=O.[Cs+].[Cs+].[CH2:22](Br)[CH:23]=[CH2:24]>C1COCC1.CN1C(=O)CCC1>[CH2:24]([N:4]1[C:5]2[C:6]([OH:15])=[N:7][C:8]3[CH:9]=[CH:10][CH:11]=[CH:12][C:13]=3[C:14]=2[C:2]([CH3:1])=[CH:3]1)[CH:23]=[CH2:22] |f:1.2.3|. The solvent is C1CCOC1 (THF), CN1CCCC1=O (NMP). Yield: 54.1%. The product is C(C=C)N1C=C(C2=C1C(=NC=1C=CC=CC21)O)C (3-allyl-1-methyl-3H-pyrrolo[2,3-c]quinolin-4-ol). Procedure: A solution of 1-methyl-3H-pyrrolo[2,3-c]quinolin-4-ol (1.2 g, 6.05 mmol) in a mixture of THF (30 mL) and NMP (60 mL) was treated with Cs2CO3 (2.95 g, 9.08 mmol). Allyl bromide (0.524 mL, 6.06 mmol) was added dropwise, and the resulting mixture was stirred at 40° C. for 12 h. The mixture was cooled and quenched with aqueous HCl (1 N) and EtOAc. The organic layer was separated, washed with aqueous HCl (1 N), brine, and dried over Na2SO4. Filtration and removal of the volatiles gave a residue that ... The reactants are COc1ccc(C(C(F)(F)F)C(F)(F)F)cc1CNC1CCCN(C(=O)OC(C)(C)C)C1c1ccccc1, COc1ccc(C(C)(C)C#CC(F)(F)F)cc1C=O, CC(C)(C)OC(=O)N1CCCC(N)C1c1ccccc1. Product: COc1ccc(C(C)(C)C#CC(F)(F)F)cc1CNC1CCCN(C(=O)OC(C)(C)C)C1c1ccccc1. RXN SMILES: [C:40]([O:41][C:42]([N:43]1[CH2:44][CH2:45][CH2:46][CH:47]([NH:48][CH2:49][c:50]2[cH:51][c:52]([CH:53]([C:54]([F:55])([F:56])[F:57])[C:58]([F:59])([F:60])[F:61])[cH:62][cH:63][c:64]2[O:65][CH3:66])[CH:67]1[c:68]1[cH:69][cH:70][cH:71][cH:72][cH:73]1)=[O:74])([CH3:75])([CH3:76])[CH3:77].[CH3:1][C:2]([C:3]#[C:4][C:5]([F:6])([F:7])[F:8])([CH3:9])[c:10]1[cH:11][cH:12][c:13]([O:18][CH3:19])[c:14]([CH:15]=[O:16])[cH:17]1.[NH2:20][CH:21]1[CH:22]([c:34]2[cH:35][cH:36][cH:37][cH:38][cH:39]2)[N:23]([C:27](=[O:28])[O:29][C:30]([CH3:31])([CH3:32])[CH3:33])[CH2:24][CH2:25][CH2:26]1>>[CH3:1][C:2]([C:3]#[C:4][C:5]([F:6])([F:7])[F:8])([CH3:9])[c:10]1[cH:11][cH:12][c:13]([O:18][CH3:19])[c:14]([CH2:15][NH:20][CH:21]2[CH:22]([c:34]3[cH:35][cH:36][cH:37][cH:38][cH:39]3)[N:23]([C:27](=[O:28])[O:29][C:30]([CH3:31])([CH3:32])[CH3:33])[CH2:24][CH2:25][CH2:26]2)[cH:17]1. The reactants are Brc1ccc2c3cccc4cc5ccccc5c(c5cccc1c25)c43, O=C([O-])[O-], [Cu], [K+], [K+], O, Cc1ccc(Nc2ccc(C)cc2)cc1. The product is Cc1ccc(N(c2ccc(C)cc2)c2ccc3c4cccc5cc6ccccc6c(c6cccc2c36)c54)cc1. As a reaction SMILES: [Br:22][c:23]1[cH:24][cH:25][c:26]2[c:27]3[cH:28][cH:29][cH:30][c:31]4[cH:32][c:33]5[c:34]([c:35]([c:36]6[cH:37][cH:38][cH:39][c:40]1[c:41]26)[c:42]34)[cH:43][cH:44][cH:45][cH:46]5.[C:16](=[O:17])([O-:18])[O-:19].[Cu:48].[K+:20].[K+:21].[OH2:47].[c:1]1([CH3:15])[cH:2][cH:3][c:4]([NH:7][c:8]2[cH:9][cH:10][c:11]([CH3:14])[cH:12][cH:13]2)[cH:5][cH:6]1>>[c:1]1([CH3:15])[cH:2][cH:3][c:4]([N:7]([c:8]2[cH:9][cH:10][c:11]([CH3:14])[cH:12][cH:13]2)[c:23]2[cH:24][cH:25][c:26]3[c:27]4[cH:28][cH:29][cH:30][c:31]5[cH:32][c:33]6[c:34]([c:35]([c:36]7[cH:37][cH:38][cH:39][c:40]2[c:41]37)[c:42]45)[cH:43][cH:44][cH:45][cH:46]6)[cH:5][cH:6]1. Procedure details: To a heated solution (70° C.) of phosgene in toluene (12.5% solution, 230 ML, 2.5 eq), 2,4,6-trimethoxyaniline (25.0 g, 0.113 mol) was added portionwise. The reaction mixture was heated to reflux for 4 hours and then stirred at room temperature for 16 hours. The reaction mixture then concentrated in vacuo. The residue was rinsed two times with ether and concentrated in vacuo. Ether was again added to the residue and cooled in an ice bath for 2 hours. The solid was filtered, rinsed with ether, an... Yields the product COC1=C(C(=CC(=C1)OC)OC)N=C=O (2,4,6-trimethoxyphenylisocyanate). The reactants are C(=O)(Cl)Cl (phosgene), C1(=CC=CC=C1)C (toluene), COC1=C(N)C(=CC(=C1)OC)OC (2,4,6-trimethoxyaniline). Conditions: time 16 hour. As a reaction SMILES: [C:1](Cl)(Cl)=[O:2].C1(C)C=CC=CC=1.[CH3:12][O:13][C:14]1[CH:20]=[C:19]([O:21][CH3:22])[CH:18]=[C:17]([O:23][CH3:24])[C:15]=1[NH2:16]>>[CH3:24][O:23][C:17]1[CH:18]=[C:19]([O:21][CH3:22])[CH:20]=[C:14]([O:13][CH3:12])[C:15]=1[N:16]=[C:1]=[O:2].